Dataset: the Open Reaction Database (ORD), a public repository of structured organic reaction records. Task: describe an organic reaction: reactants, conditions, products, and yield Starting materials: CC(CN1C(N(C2=NC(=CC=C21)C=C)C)=O)(C)C (1-(2,2-Dimethylpropyl)-5-ethenyl-3-methyl-1,3-dihydro-2H-imidazo[4,5-b]pyridin-2-one), [N+](=[N-])=CC(=O)OCC (Ethyl diazoacetate). Solvent: C1(=CC=CC=C1)C (toluene). Conditions: temperature 100 celsius. The product is CC(CN1C(N(C2=NC(=CC=C21)[C@H]2[C@@H](C2)C(=O)OCC)C)=O)(C)C (Ethyl (1R,2R)-2-[1-(2,2-dimethylpropyl)-3-methyl-2-oxo-2,3-dihydro-1H-imidazo[4,5-b]pyridin-5-yl]cyclopropanecarboxylate). Reaction SMILES: [CH3:1][C:2]([CH3:18])([CH3:17])[CH2:3][N:4]1[C:12]2[C:7](=[N:8][C:9]([CH:13]=[CH2:14])=[CH:10][CH:11]=2)[N:6]([CH3:15])[C:5]1=[O:16].[N+](=[CH:21][C:22]([O:24][CH2:25][CH3:26])=[O:23])=[N-]>C1(C)C=CC=CC=1>[CH3:17][C:2]([CH3:1])([CH3:18])[CH2:3][N:4]1[C:12]2[C:7](=[N:8][C:9]([C@@H:13]3[CH2:14][C@H:21]3[C:22]([O:24][CH2:25][CH3:26])=[O:23])=[CH:10][CH:11]=2)[N:6]([CH3:15])[C:5]1=[O:16]. Procedure details: 1-(2,2-Dimethylpropyl)-5-ethenyl-3-methyl-1,3-dihydro-2H-imidazo[4,5-b]pyridin-2-one (31-2, 636.4 mg, 2.6 mmol, 1.0 equiv) was added to anhydrous toluene (5.5 mL). Ethyl diazoacetate (807 μL, 7.8 mmol, 3.0 equiv) was added and the resulting solution was heated to 100° C. for 18 h. Following this duration, LCMS showed complete consumption of 31-2. The reaction mixture was diluted with ethyl acetate (50 mL) and saturated NaHCO3 (25 mL). The layers were separated and the aqueous layer was extracted...